From a dataset of the Open Reaction Database (ORD), a public repository of structured organic reaction records. describe an organic reaction: reactants, conditions, products, and yield Starting materials: [N-]=[N+]=[N-].[Na+] (sodium azide), S(=O)(=O)(C1=CC=C(C)C=C1)Cl (tosyl chloride), [N-]=[N+]=[N-].[Na+] (sodium azide), CO (methanol), toluenesulfonyl chloride(tosyl chloride), [N-]=[N+]=[N-].[Na+] (sodium azide), S(=O)(=O)(C1=CC=C(C)C=C1)Cl (tosyl chloride). Solvent: O (water), O (DI water). The product is S(=O)(=O)(C1=CC=C(C)C=C1)N=[N+]=[N-] (tosyl azide). Reaction SMILES: [N-:1]=[N+:2]=[N-:3].[Na+].CO.[S:7](Cl)([C:10]1[CH:16]=[CH:15][C:13]([CH3:14])=[CH:12][CH:11]=1)(=[O:9])=[O:8]>O>[S:7]([N:1]=[N+:2]=[N-:3])([C:10]1[CH:16]=[CH:15][C:13]([CH3:14])=[CH:12][CH:11]=1)(=[O:9])=[O:8] |f:0.1|. Procedure: In a 250 ml round bottom flask was added 60 ml of deionized (DI) water and 21 g (0.32 mole) of sodium azide. It was mixed at room temperature for 15 minutes until all the sodium azide was in solution. In a 1 liter round bottom flask was added 300 ml of methanol and 50.1 g (0.26 moles) of toluenesulfonyl chloride(tosyl chloride). The solution was mixed at room temperature until all of the tosyl chloride was dissolved. The sodium azide solution was added to the tosyl chloride solution and mixed fo... Reactants: O=C(c1ncc[nH]1)c1ncc[nH]1, O=C(O)c1cnccc1C(F)(F)F, NC(CO)CO, C1CCOC1. Yields the product O=C(NC(CO)CO)c1cnccc1C(F)(F)F. As a reaction SMILES: [C:14]([c:15]1[nH:16][cH:17][cH:18][n:19]1)([c:20]1[nH:21][cH:22][cH:23][n:24]1)=[O:25].[F:1][C:2]([c:3]1[cH:4][cH:5][n:6][cH:7][c:8]1[C:9](=[O:10])[OH:11])([F:12])[F:13].[NH2:26][CH:27]([CH2:28][OH:29])[CH2:30][OH:31].[O:32]1[CH2:33][CH2:34][CH2:35][CH2:36]1>>[F:1][C:2]([c:3]1[cH:4][cH:5][n:6][cH:7][c:8]1[C:9](=[O:11])[NH:26][CH:27]([CH2:28][OH:29])[CH2:30][OH:31])([F:12])[F:13]. Reactants: Cl (hydrochloride), [N-]=C=O (isocyanate), FC1=C(C(=O)N)C(=CC=C1)F (2,6-difluorobenzamide), C(C(=O)Cl)(=O)Cl (oxalyl chloride). The solvent is ClCCCl (1,2-dichloroethane). The product is FC1=C(C(=O)N=C=O)C(=CC=C1)F (2,6-difluorobenzoyl isocyanate). RXN SMILES: [N-]=[C:2]=[O:3].[F:4][C:5]1[CH:13]=[CH:12][CH:11]=[C:10]([F:14])[C:6]=1[C:7]([NH2:9])=[O:8].C(Cl)(=O)C(Cl)=O.Cl>ClCCCl>[F:4][C:5]1[CH:13]=[CH:12][CH:11]=[C:10]([F:14])[C:6]=1[C:7]([N:9]=[C:2]=[O:3])=[O:8]. Reported procedure: In order to synthesize the isocyanate, 1.57 g (10 mmol) of 2,6-difluorobenzamide and 15 ml of dry 1,2-dichloroethane were introduced into a 100 ml flask and then 0.92 g (10.5 mmol) of oxalyl chloride was slowly added thereto at normal temperature by means of a syringe, during which an exothermic reaction occurred that generated hydrochloride gas. The resulting reaction mixture was refluxed for 5 hours and cooled to normal temperature. The reaction solvent and the excess oxalyl chloride were remo... The reactants are NC1=NC(=CC(=N1)OC)OC (2-amino-4,6-dimethoxypyrimidine), O1N=CC=C1C1=C(C=CC=C1)S(=O)(=O)N=C=O (2-(Isoxazol-5-yl)benzenesulfonyl isocyanate). Run in C(C)#N (acetonitrile). Conditions: temperature 40 celsius, time 10 hour. Yields the product COC1=NC(=NC(=C1)OC)NC(=O)NS(=O)(=O)C1=C(C=CC=C1)C1=CC=NO1 (N-[(4,6-Dimethoxypyrimidin-2-yl)aminocarbonyl]-2-(isoxazol-5-yl)benzenesulfonamide). Yield: 7.7%. RXN SMILES: [NH2:1][C:2]1[N:7]=[C:6]([O:8][CH3:9])[CH:5]=[C:4]([O:10][CH3:11])[N:3]=1.[O:12]1[C:16]([C:17]2[CH:22]=[CH:21][CH:20]=[CH:19][C:18]=2[S:23]([N:26]=[C:27]=[O:28])(=[O:25])=[O:24])=[CH:15][CH:14]=[N:13]1>C(#N)C>[CH3:9][O:8][C:6]1[CH:5]=[C:4]([O:10][CH3:11])[N:3]=[C:2]([NH:1][C:27]([NH:26][S:23]([C:18]2[CH:19]=[CH:20][CH:21]=[CH:22][C:17]=2[C:16]2[O:12][N:13]=[CH:14][CH:15]=2)(=[O:25])=[O:24])=[O:28])[N:7]=1. Procedure: To a suspension of 2.5 g of 2-amino-4,6-dimethoxypyrimidine in 25 ml of acetonitrile was added 4 g of crude 2-(isoxazol-5-yl)benzenesulfonyl isocyanate prepared in Example 7. The resulting suspension was warmed at 40° C. for about 3 minutes to form a solution. The solution was stirred at room temperature for 10 hours, then concentrated in vacuo to give a viscous oil. The oil was chromatographed in a dry column of silica gel with ethyl acetate as eluant. The first fraction from the column was con... The reactants are O=C([O-])[O-], COc1cc(OCCN2CCCC2)ccc1N, COC(=O)c1cccc(I)c1C(=O)OC, Cc1ccccc1, ClCCl, [Cs+], [Cs+], O=C(C=Cc1ccccc1)C=Cc1ccccc1, O=C(C=Cc1ccccc1)C=Cc1ccccc1, O=C(C=Cc1ccccc1)C=Cc1ccccc1, [Pd], [Pd]. The product is COC(=O)c1cccc(Nc2ccc(OCCN3CCCC3)cc2OC)c1C(=O)OC. RXN SMILES: [C:33](=[O:34])([O-:35])[O-:36].[CH3:16][O:17][c:18]1[c:19]([NH2:32])[cH:20][cH:21][c:22]([O:24][CH2:25][CH2:26][N:27]2[CH2:28][CH2:29][CH2:30][CH2:31]2)[cH:23]1.[CH3:1][O:2][C:3]([c:4]1[c:5]([C:6](=[O:7])[O:8][CH3:9])[c:10]([I:14])[cH:11][cH:12][cH:13]1)=[O:15].[CH3:39][c:40]1[cH:41][cH:42][cH:43][cH:44][cH:45]1.[Cl:46][CH2:47][Cl:48].[Cs+:37].[Cs+:38].[O:51]=[C:52]([CH:53]=[CH:54][c:55]1[cH:56][cH:57][cH:58][cH:59][cH:60]1)[CH:61]=[CH:62][c:63]1[cH:64][cH:65][cH:66][cH:67][cH:68]1.[O:69]=[C:70]([CH:71]=[CH:72][c:73]1[cH:74][cH:75][cH:76][cH:77][cH:78]1)[CH:79]=[CH:80][c:81]1[cH:82][cH:83][cH:84][cH:85][cH:86]1.[O:87]=[C:88]([CH:89]=[CH:90][c:91]1[cH:92][cH:93][cH:94][cH:95][cH:96]1)[CH:97]=[CH:98][c:99]1[cH:100][cH:101][cH:102][cH:103][cH:104]1.[Pd:49].[Pd:50]>>[CH3:1][O:2][C:3]([c:4]1[c:5]([C:6](=[O:7])[O:8][CH3:9])[c:10]([NH:32][c:19]2[c:18]([O:17][CH3:16])[cH:23][c:22]([O:24][CH2:25][CH2:26][N:27]3[CH2:28][CH2:29][CH2:30][CH2:31]3)[cH:21][cH:20]2)[cH:11][cH:12][cH:13]1)=[O:15].